Dataset: the Open Reaction Database (ORD), a public repository of structured organic reaction records. Task: describe an organic reaction: reactants, conditions, products, and yield Starting materials: COC(=O)c1ccc(CBr)c(OC)c1, CCCNC(=O)C=Cc1ccc2cc[nH]c2c1, CN(C)C=O, [H-], [Na+]. Yields the product CCCNC(=O)C=Cc1ccc2ccn(Cc3ccc(C(=O)OC)cc3OC)c2c1. RXN SMILES: [Br:20][CH2:21][c:22]1[c:23]([O:32][CH3:33])[cH:24][c:25]([C:26](=[O:27])[O:28][CH3:29])[cH:30][cH:31]1.[CH2:3]([CH2:4][CH3:5])[NH:6][C:7]([CH:8]=[CH:9][c:10]1[cH:11][cH:12][c:13]2[cH:14][cH:15][nH:16][c:17]2[cH:18]1)=[O:19].[CH3:34][N:35]([CH3:36])[CH:37]=[O:38].[H-:1].[Na+:2]>>[CH2:3]([CH2:4][CH3:5])[NH:6][C:7]([CH:8]=[CH:9][c:10]1[cH:11][cH:12][c:13]2[cH:14][cH:15][n:16]([CH2:21][c:22]3[c:23]([O:32][CH3:33])[cH:24][c:25]([C:26](=[O:27])[O:28][CH3:29])[cH:30][cH:31]3)[c:17]2[cH:18]1)=[O:19]. The reactants are NC1=NC2=CC=C(C=C2C(=N1)N)N (2,4,6-triaminoquinazoline), Cl (hydrochloric acid), N(=O)[O-].[Na+] (sodium nitrite), [C-]#N.[K+] (potassium cyanide). The reagents and catalysts are O.O.O.O.O.S(=O)(=O)([O-])[O-].[Cu+2] (copper(II) sulfate pentahydrate). Run in O (water). Yields the product NC1=NC2=CC=C(C=C2C(=N1)N)C#N (2,4-diamino-6-cyanoquinazoline). Reaction SMILES: [NH2:1][C:2]1[N:11]=[C:10]([NH2:12])[C:9]2[C:4](=[CH:5][CH:6]=[C:7](N)[CH:8]=2)[N:3]=1.Cl.N([O-])=O.[Na+].[C-:19]#[N:20].[K+]>O.O.O.O.O.O.S([O-])([O-])(=O)=O.[Cu+2]>[NH2:1][C:2]1[N:11]=[C:10]([NH2:12])[C:9]2[C:4](=[CH:5][CH:6]=[C:7]([C:19]#[N:20])[CH:8]=2)[N:3]=1 |f:2.3,4.5,7.8.9.10.11.12.13|. Reported procedure: The 2,4,6-triaminoquinazoline derivatives described above may then optionally be treated with 2N hydrochloric acid, sodium nitrite, potassium cyanide, and copper(II) sulfate pentahydrate in water, affording the corresponding 2,4-diamino-6-cyanoquinazoline, for example, 2,4-diamino-6-cyano-5-methylquinazoline. Step A of Example 14 describes in detail this step in the reaction sequence.